This data is from the Open Reaction Database (ORD), a public repository of structured organic reaction records. The task is: describe an organic reaction: reactants, conditions, products, and yield Reactants: C(C)OC(=O)C1(CC2=CC=CC=C2C1)C=1SC(=CC1)CCl (2-(5-chloromethylthiophen-2-yl)-indan-2-carboxylic acid ethyl ester), C(C)OC(=O)C1(CC2=CC=CC=C2C1)C=1SC(=CC1)CCl (2-(5-chloromethylthiophen-2-yl)-indan-2-carboxylic acid ethyl ester), C(C)C=1NC=2C(=NC(=CC2C)C)N1 (2-ethyl-5,7-dimethylimidazo[4,5-b]pyridine). Yields the product C(C)OC(=O)C1(CC2=CC=CC=C2C1)C=1SC(=CC1)CN1C(=NC=2C1=NC(=CC2C)C)CC (2-[5-(2-ethyl-5,7-dimethylimidazo[4,5-b]pyridin-3-ylmethyl)thiophen-2-yl]indan-2-carboxylic acid ethyl ester). RXN SMILES: [CH2:1]([O:3][C:4]([C:6]1([C:15]2[S:16][C:17]([CH2:20]Cl)=[CH:18][CH:19]=2)[CH2:14][C:13]2[C:8](=[CH:9][CH:10]=[CH:11][CH:12]=2)[CH2:7]1)=[O:5])[CH3:2].[CH2:22]([C:24]1[NH:25][C:26]2[C:27]([N:34]=1)=[N:28][C:29]([CH3:33])=[CH:30][C:31]=2[CH3:32])[CH3:23]>>[CH2:1]([O:3][C:4]([C:6]1([C:15]2[S:16][C:17]([CH2:20][N:34]3[C:27]4=[N:28][C:29]([CH3:33])=[CH:30][C:31]([CH3:32])=[C:26]4[N:25]=[C:24]3[CH2:22][CH3:23])=[CH:18][CH:19]=2)[CH2:14][C:13]2[C:8](=[CH:9][CH:10]=[CH:11][CH:12]=2)[CH2:7]1)=[O:5])[CH3:2]. Procedure: The product of Step 4, above (26), was alkylated as described in Example 1, Step 5 using 2-ethyl-5,7-dimethylimidazo[4,5-b]pyridine (7) to yield the title compound (27). The reactants are COC(=O)c1ccc(Br)cc1, O=C([O-])[O-], CN1CCCC1=O, ClCCl, [Cs+], [Cs+], CC(C)(C)OC(=O)N1CCC(C2CCNCC2)CC1, CC(=O)[O-], CC(=O)[O-], [Pd+2]. Reaction SMILES: [Br:20][c:21]1[cH:22][cH:23][c:24]([C:25](=[O:26])[O:27][CH3:28])[cH:29][cH:30]1.[C:31](=[O:32])([O-:33])[O-:34].[CH3:37][N:38]1[CH2:39][CH2:40][CH2:41][C:42]1=[O:43].[Cl:44][CH2:45][Cl:46].[Cs+:35].[Cs+:36].[N:1]1([C:13](=[O:14])[O:15][C:16]([CH3:17])([CH3:18])[CH3:19])[CH2:2][CH2:3][CH:4]([CH:7]2[CH2:8][CH2:9][NH:10][CH2:11][CH2:12]2)[CH2:5][CH2:6]1.[O-:48][C:49]([CH3:50])=[O:51].[O-:52][C:53]([CH3:54])=[O:55].[Pd+2:47]>>[N:1]1([C:13](=[O:14])[O:15][C:16]([CH3:17])([CH3:18])[CH3:19])[CH2:2][CH2:3][CH:4]([CH:7]2[CH2:8][CH2:9][N:10]([c:21]3[cH:22][cH:23][c:24]([C:25](=[O:26])[O:27][CH3:28])[cH:29][cH:30]3)[CH2:11][CH2:12]2)[CH2:5][CH2:6]1. Product: COC(=O)c1ccc(N2CCC(C3CCN(C(=O)OC(C)(C)C)CC3)CC2)cc1. Reactants: compound 27, C([O-])([O-])=O.[K+].[K+] (potassium carbonate), FC=1C=C(CN)C=CC1F (3,4-difluorobenzylamine), C(C)OC(=O)C1=CC2=C(N(C=N2)C2=CC(=CC=C2)CO)C=C1 (1-(3-Hydroxymethyl-phenyl)-1H-benzoimidazole-5-carboxylic acid ethyl ester), resultant mixture. The solvent is CN(C)C=O (DMF). The product is Compound 27, C(C)OC(=O)C1=CC2=C(N(C=N2)C2=CC(=CC=C2)CNCC2=CC(=C(C=C2)F)F)C=C1 (1-{3-[(3,4-Difluoro-benzylamino)-methyl]-phenyl}-1H-benzoimidazole-5-carboxylic acid ethyl ester). As a reaction SMILES: [CH2:1]([O:3][C:4]([C:6]1[CH:22]=[CH:21][C:9]2[N:10]([C:13]3[CH:18]=[CH:17][CH:16]=[C:15]([CH2:19]O)[CH:14]=3)[CH:11]=[N:12][C:8]=2[CH:7]=1)=[O:5])[CH3:2].C(=O)([O-])[O-].[K+].[K+].[F:29][C:30]1[CH:31]=[C:32]([CH:35]=[CH:36][C:37]=1[F:38])[CH2:33][NH2:34]>CN(C=O)C>[CH2:1]([O:3][C:4]([C:6]1[CH:22]=[CH:21][C:9]2[N:10]([C:13]3[CH:18]=[CH:17][CH:16]=[C:15]([CH2:19][NH:34][CH2:33][C:32]4[CH:35]=[CH:36][C:37]([F:38])=[C:30]([F:29])[CH:31]=4)[CH:14]=3)[CH:11]=[N:12][C:8]=2[CH:7]=1)=[O:5])[CH3:2] |f:1.2.3|. Reported procedure: Compound 27 was prepared from compound 7 by the method described in Example 2. To a solution of compound 27 (3 g, 1.01 mmol) in DMF (30 ml) was added potassium carbonate (2 g; 1.45 mmol) and 3,4-difluorobenzylamine (1.43 ml; 1.2 mmol) and the resultant mixture was stirred at ambient conditions over night. Aqueous work-up followed by column chromatography afforded compound 28a (0.9 g). LC-ESI-HRMS of [M+H]+ shows 422.1697 Da. Calc. 422.167925 Da, dev. 4.2 ppm The reactants are ClC1=CC(=C(C=C1)C1(OCC(O1)CC)C)OC(F)F (2-(4'-chloro-2'-difluoromethoxyphenyl)-2-methyl-4-ethyl-1,3-dioxolane), ( a ), BrBr (bromine). Run in C(Cl)(Cl)Cl (chloroform), C(Cl)(Cl)Cl (chloroform). Conditions: time 2 hour. The product is FC(OC1=C(C=CC(=C1)Cl)C1(OCC(O1)CC)CBr)F (2-[2'-Difluoromethoxy-4'-chlorophenyl]-2-bromomethyl-4-ethyl-1,3-dioxolane). As a reaction SMILES: [Cl:1][C:2]1[CH:7]=[CH:6][C:5]([C:8]2([CH3:15])[O:12][CH:11]([CH2:13][CH3:14])[CH2:10][O:9]2)=[C:4]([O:16][CH:17]([F:19])[F:18])[CH:3]=1.[Br:20]Br>C(Cl)(Cl)Cl>[F:19][CH:17]([F:18])[O:16][C:4]1[CH:3]=[C:2]([Cl:1])[CH:7]=[CH:6][C:5]=1[C:8]1([CH2:15][Br:20])[O:12][CH:11]([CH2:13][CH3:14])[CH2:10][O:9]1. Procedure: 12.7 parts of the 2-(4'-chloro-2'-difluoromethoxyphenyl)-2-methyl-4-ethyl-1,3-dioxolane prepared in (a) are dissolved in 100 ml of abs. chloroform and the solution is warmed to 30° C. Under irradiation with a 150 watt spot lamp, 7.3 parts of bromine in 30 ml of abs. chloroform are added dropwise over 1 hour and the reaction mixture is then stirred for 2 hours at room temperature. The reaction mixture is then washed with 2×100 ml of water, dried over sodium sulfate, and filtered. The solvent is r... The product is COCCc1sc(S(=O)(=O)Cl)cc1C. Reaction SMILES: [CH3:11][O:12][CH2:13][CH2:14][c:15]1[s:16][cH:17][cH:18][c:19]1[CH3:20].[O:6]=[CH:7][N:8]([CH3:9])[CH3:10].[S:1](=[O:2])(=[O:3])([Cl:4])[Cl:5]>>[S:1](=[O:2])(=[O:3])([Cl:5])[c:17]1[s:16][c:15]([CH2:14][CH2:13][O:12][CH3:11])[c:19]([CH3:20])[cH:18]1. Reactants: COCCc1sccc1C, CN(C)C=O, O=S(=O)(Cl)Cl.